Dataset: the Open Reaction Database (ORD), a public repository of structured organic reaction records. Task: describe an organic reaction: reactants, conditions, products, and yield Starting materials: CS(=O)(=O)O, COc1cc(C)cc(CCCC(=O)O)c1OC. Yields the product COc1cc(C)c2c(c1OC)CCCC2=O. RXN SMILES: [CH3:18][S:19](=[O:20])(=[O:21])[OH:22].[CH3:1][O:2][c:3]1[c:4]([CH2:12][CH2:13][CH2:14][C:15](=[O:16])[OH:17])[cH:5][c:6]([CH3:11])[cH:7][c:8]1[O:9][CH3:10]>>[CH3:1][O:2][c:3]1[c:4]2[c:5]([c:6]([CH3:11])[cH:7][c:8]1[O:9][CH3:10])[C:15](=[O:17])[CH2:14][CH2:13][CH2:12]2. Starting materials: C(C)(=O)O (acetic acid), C(C(=O)Cl)(=O)Cl (oxalyl chloride), ClCCl (dichloromethane), C(C)(C)N(CC)C(C)C (diisopropylethylamine), BrC1=C(N)C=CC=C1C (2-bromo-3-methyl aniline), N1CCNCC1 (piperazine). The reagents and catalysts are CN(C=O)C (N,N-dimethylformamide). The solvent is O1CCCC1 (tetrahydrofuran). Conditions: time 1 hour. Yields the product BrC1=C(C=CC=C1C)NC(CC1CN(CCN1)C(=O)OC(C)(C)C)=O (tert-butyl 3-(2-(2-bromo-3-methylphenylamino)-2-oxoethyl)piperazine-1-carboxylate). RXN SMILES: [C:1]([OH:4])(=[O:3])C.[C:5](Cl)(=[O:9])[C:6](Cl)=O.[Br:11][C:12]1[C:18]([CH3:19])=[CH:17][CH:16]=[CH:15][C:13]=1[NH2:14].C(N([CH:26]([CH3:28])[CH3:27])CC)(C)C.[NH:29]1[CH2:34][CH2:33][NH:32][CH2:31][CH2:30]1.Cl[CH2:36]Cl>CN(C)C=O.O1CCCC1>[Br:11][C:12]1[C:18]([CH3:19])=[CH:17][CH:16]=[CH:15][C:13]=1[NH:14][C:5](=[O:9])[CH2:6][CH:31]1[NH:32][CH2:33][CH2:34][N:29]([C:1]([O:4][C:26]([CH3:28])([CH3:36])[CH3:27])=[O:3])[CH2:30]1. Procedure details: To a solution of 2-(((9H-fluoren-9-yl)methoxy)carbonyl)-4-(tert-butoxycarbonyl)piperazin-2-yl)acetic acid (3.00 g, 6.43 mmol) in dichloromethane (50 mL) with N,N-dimethylformamide (2 drops) was added oxalyl chloride (1.13 mL, 12.9 mmol) drop wise. The reaction mixture was stirred at room temperature for 1 hour, and then it was concentrated. The concentrate is taken up in tetrahydrofuran (50 mL) and 2-bromo-3-methyl aniline (1.33 g, 7.07 mmol) was added in tetrahydrofuran (5 mL) and diisopropylet... Reactants: C1(CCCC1)OC=1C=C(C(=O)O)C=CC1OC(F)F (3-cyclopentyloxy-4-difluoromethoxybenzoic acid), S(=O)(Cl)Cl (thionyl chloride). The solvent is C1(=CC=CC=C1)C (toluene). Run at temperature 80 celsius. The product is C1(CCCC1)OC=1C=C(C(=O)Cl)C=CC1OC(F)F (3-cyclopentyloxy4-difluoromethoxybenzoyl chloride). Reaction SMILES: [CH:1]1([O:6][C:7]2[CH:8]=[C:9]([CH:13]=[CH:14][C:15]=2[O:16][CH:17]([F:19])[F:18])[C:10](O)=[O:11])[CH2:5][CH2:4][CH2:3][CH2:2]1.S(Cl)([Cl:22])=O>C1(C)C=CC=CC=1>[CH:1]1([O:6][C:7]2[CH:8]=[C:9]([CH:13]=[CH:14][C:15]=2[O:16][CH:17]([F:19])[F:18])[C:10]([Cl:22])=[O:11])[CH2:5][CH2:4][CH2:3][CH2:2]1. Procedure details: A mixture of 3-cyclopentyloxy-4-difluoromethoxybenzoic acid (0.47 g; that is prepared as described in Reference Example 42) and thionyl chloride (4 mL) in toluene (10 mL) is heated at 80° C. for 2 hours, and then evaporated under reduced pressure, to give 3-cyclopentyloxy4-difluoromethoxybenzoyl chloride (0.48 g), in the form of a pale yellow low melting solid, which is used without further purification.